This data is from the Open Reaction Database (ORD), a public repository of structured organic reaction records. The task is: describe an organic reaction: reactants, conditions, products, and yield Procedure details: To a stirred solution of 8-ethenyl-7-fluoro-2-(methyloxy)-1,5-naphthyridine (0.73 g, 3.60 mmole) in EtOH (5 mL) was added (±)-phenylmethyl{[cis-4-hydroxy-3-pyrrolidinyl]methyl}carbamate (0.90 g, 3.60 mmole). After 24 h at 80° C. the reaction contents were purified on silica (CHCl3/MeOH, 9:1 containing 5% NH4OH) affording the title compound (1.57 g, 96%) as a light yellow foam: LC-MS (ES) m/e 455 (M+H)+. The yield is 96.0%. RXN SMILES: [CH:1]([C:3]1[C:4]([F:15])=[CH:5][N:6]=[C:7]2[C:12]=1[N:11]=[C:10]([O:13][CH3:14])[CH:9]=[CH:8]2)=[CH2:2].[C:16]1([CH2:22][O:23][C:24](=[O:33])[NH:25][CH2:26][C@H:27]2[C@@H:31]([OH:32])[CH2:30][NH:29][CH2:28]2)[CH:21]=[CH:20][CH:19]=[CH:18][CH:17]=1>CCO>[C:16]1([CH2:22][O:23][C:24](=[O:33])[NH:25][CH2:26][C@H:27]2[C@@H:31]([OH:32])[CH2:30][N:29]([CH2:2][CH2:1][C:3]3[C:12]4[C:7](=[CH:8][CH:9]=[C:10]([O:13][CH3:14])[N:11]=4)[N:6]=[CH:5][C:4]=3[F:15])[CH2:28]2)[CH:21]=[CH:20][CH:19]=[CH:18][CH:17]=1. Product: C1(=CC=CC=C1)COC(NC[C@@H]1CN(C[C@@H]1O)CCC1=C(C=NC2=CC=C(N=C12)OC)F)=O ((±)-phenylmethyl[(cis-1-{2-[3-fluoro-6-(methyloxy)-1,5-naphthyridin-4-yl]ethyl}-4-hydroxy-3-pyrrolidinyl)methyl]carbamate). Starting materials: C(=C)C=1C(=CN=C2C=CC(=NC12)OC)F (8-ethenyl-7-fluoro-2-(methyloxy)-1,5-naphthyridine), C1(=CC=CC=C1)COC(NC[C@@H]1CNC[C@@H]1O)=O ((±)-phenylmethyl{[cis-4-hydroxy-3-pyrrolidinyl]methyl}carbamate). The solvent is CCO (EtOH). Starting materials: O1CCN(CC1)C1=NC(=NC(=N1)N1CCOCC1)N1C(CC(CC1(C)C)O)(C)C (2,4-Dimorpholino-6-(4-hydroxy-2,2,6,6-tetramethylpiperidin-1-yl)-1,3,5-triazine), O1CCN(CC1)C1=NC(=NC(=N1)N1CCOCC1)N1C(CC(CC1(C)C)O)(C)C (2,4-Dimorpholino-6-(4-hydroxy-2,2,6,6-tetramethylpiperidin-1-yl)-1,3,5-triazine), C(C(=C)C)(=O)OCC (ethyl methacrylate), C(C)(C)(C)C1=CC(=CC(=C1O)C(C)(C)C)C (2,6-bis-tert-butyl-p-cresol), C(C(=C)C)(=O)OCC (ethyl methacrylate). Yields the product O1CCN(CC1)C1=NC(=NC(=N1)N1CCOCC1)N1C(CC(CC1(C)C)OC(C(=C)C)=O)(C)C (2,4-Bis-morpholino-6-(4-methacryloyloxy-2,2,6,6-tetramethylpiperidin-1-yl)-1,3,5-triazine). As a reaction SMILES: [O:1]1[CH2:6][CH2:5][N:4]([C:7]2[N:12]=[C:11]([N:13]3[CH2:18][CH2:17][O:16][CH2:15][CH2:14]3)[N:10]=[C:9]([N:19]3[C:24]([CH3:26])([CH3:25])[CH2:23][CH:22]([OH:27])[CH2:21][C:20]3([CH3:29])[CH3:28])[N:8]=2)[CH2:3][CH2:2]1.[C:30](OCC)(=[O:34])[C:31]([CH3:33])=[CH2:32].C(C1C(O)=C(C(C)(C)C)C=C(C)C=1)(C)(C)C>>[O:1]1[CH2:2][CH2:3][N:4]([C:7]2[N:12]=[C:11]([N:13]3[CH2:14][CH2:15][O:16][CH2:17][CH2:18]3)[N:10]=[C:9]([N:19]3[C:20]([CH3:29])([CH3:28])[CH2:21][CH:22]([O:27][C:30](=[O:34])[C:31]([CH3:33])=[CH2:32])[CH2:23][C:24]3([CH3:25])[CH3:26])[N:8]=2)[CH2:5][CH2:6]1. Procedure: 10.2 g of 2,4-dimorpholino-6-(4-hydroxy-2,2,6,6-tetramethylpiperidin-1-yl)-1,3,5-triazine (product from Example 34) are heated to 120° together with 6.9 ml of ethyl methacrylate, 0.04 g of 2,6-bis-tert-butyl-p-cresol and 0.04 ml of tetrabutylorthotitanate (monomer), some liquid slowly being removed by distillation. The mixture is allowed to react for 50 hours, some ethyl methacrylate and catalyst subsequently being added periodically. After the reaction has ended, the product is filtered through... The reactants are CC1(CCNCC1)C(=O)NC1=CC(=CC=C1)S(N)(=O)=O (4-Methyl-N-(3-sulfamoylphenyl)piperidine-4-carboxamide), ClC=1C2=C(N=CN1)NC=C2C (4-chloro-5-methyl-7H-pyrrolo[2,3-d]pyrimidine), C(C)(C)N(C(C)C)CC (N,N-diisopropylethylamine). The solvent is C(C)(C)O (isopropanol). Conditions: temperature 105 celsius. Yields the product CC1(CCN(CC1)C=1C2=C(N=CN1)NC=C2C)C(=O)NC2=CC(=CC=C2)S(N)(=O)=O (4-methyl-1-(5-methyl-7H-pyrrolo[2,3-d]pyrimidin-4-yl)-N-(3-sulfamoylphenyl)piperidine-4-carboxamide). Isolated yield 21.0%. Reaction SMILES: [CH3:1][C:2]1([C:8]([NH:10][C:11]2[CH:16]=[CH:15][CH:14]=[C:13]([S:17](=[O:20])(=[O:19])[NH2:18])[CH:12]=2)=[O:9])[CH2:7][CH2:6][NH:5][CH2:4][CH2:3]1.Cl[C:22]1[C:23]2[C:30]([CH3:31])=[CH:29][NH:28][C:24]=2[N:25]=[CH:26][N:27]=1.C(N(CC)C(C)C)(C)C>C(O)(C)C>[CH3:1][C:2]1([C:8]([NH:10][C:11]2[CH:16]=[CH:15][CH:14]=[C:13]([S:17](=[O:20])(=[O:19])[NH2:18])[CH:12]=2)=[O:9])[CH2:3][CH2:4][N:5]([C:22]2[C:23]3[C:30]([CH3:31])=[CH:29][NH:28][C:24]=3[N:25]=[CH:26][N:27]=2)[CH2:6][CH2:7]1. Reported procedure: 4-Methyl-N-(3-sulfamoylphenyl)piperidine-4-carboxamide from step B (33 mg, 0.098 mmol), 4-chloro-5-methyl-7H-pyrrolo[2,3-d]pyrimidine (16 mg, 0.098 mmol), N,N-diisopropylethylamine (51 mg, 0.39 mmol), and isopropanol (1.0 mL) were combined in a pressure rated sealed tube and heated at 105° C. for 18 hours. The mixture was concentrated, and the residue was purified by preparative HPLC to give the title compound in 21% yield. Starting materials: C[C@H]1CC[C@H](CC1)O (cis-4-methylcyclohexanol), [H-].[Na+] (sodium hydride), [Cl-].[NH4+] (ammonium chloride), ClC1=NC=NC(=C1)Cl (4,6-dichloropyrimidine). Run in O1CCCC1 (tetrahydrofuran), O1CCCC1 (tetrahydrofuran), O1CCCC1 (tetrahydrofuran). Yields the product ClC1=NC=NC(=C1)O[C@@H]1CC[C@@H](CC1)C (4-chloro-6-(cis-4-methylcyclohexyloxy)pyrimidine). The yield is 81.0%. Reaction SMILES: [H-].[Na+].[CH3:3][C@@H:4]1[CH2:9][CH2:8][C@H:7]([OH:10])[CH2:6][CH2:5]1.[Cl:11][C:12]1[CH:17]=[C:16](Cl)[N:15]=[CH:14][N:13]=1.[Cl-].[NH4+]>O1CCCC1>[Cl:11][C:12]1[CH:17]=[C:16]([O:10][C@H:7]2[CH2:8][CH2:9][C@@H:4]([CH3:3])[CH2:5][CH2:6]2)[N:15]=[CH:14][N:13]=1 |f:0.1,4.5|. Procedure: In 4 ml of tetrahydrofuran was suspended 0.1 g of sodium hydride (60% in oil), to which 0.5 ml of a tetrahydrofuran solution containing 0.23 g of cis-4-methylcyclohexanol was slowly added dropwise with stirring at room temperature. The mixture was stirred at room temperature for 10 minutes and then cooled to 0° C., to which 1 ml of a tetrahydrofuran solution containing 0.3 g of 4,6-dichloropyrimidine was slowly added dropwise, followed by further stirring at room temperature for 4 hours. The rea...